From a dataset of the Open Reaction Database (ORD), a public repository of structured organic reaction records. describe an organic reaction: reactants, conditions, products, and yield Solvent: C(C)(=O)OCC (ethyl acetate), CS(=O)C (dimethyl sulfoxide). Procedure details: Sodium azide (2.30 g, 35.4 mmol) was added to a solution of 4-(trifluoromethyl)benzyl bromide (4.26 g, 17.8 mmol) dissolved in dimethyl sulfoxide (15 mL) and stirred at ambient temperature overnight. The mixture was diluted with ethyl acetate, washed with water and brine, and dried over sodium sulfate. After filtration, the solvent was removed under reduced pressure to afford the title compound. The crude product was used in the next step without further characterization. Reactants: [N-]=[N+]=[N-].[Na+] (Sodium azide), FC(C1=CC=C(CBr)C=C1)(F)F (4-(trifluoromethyl)benzyl bromide). Product: N(=[N+]=[N-])CC1=CC=C(C=C1)C(F)(F)F (1-(Azidomethyl)-4-(trifluoromethyl)benzene). Reaction SMILES: [N-:1]=[N+:2]=[N-:3].[Na+].[F:5][C:6]([F:16])([F:15])[C:7]1[CH:14]=[CH:13][C:10]([CH2:11]Br)=[CH:9][CH:8]=1>CS(C)=O.C(OCC)(=O)C>[N:1]([CH2:11][C:10]1[CH:9]=[CH:8][C:7]([C:6]([F:5])([F:15])[F:16])=[CH:14][CH:13]=1)=[N+:2]=[N-:3] |f:0.1|. Reaction conditions: time 8 hour. Starting materials: [N+](=O)([O-])C=1C=C2C(C(=O)N(C2=O)CC)=CC1 (4-nitro-N-ethylphthalimide), [N+](=O)([O-])C=1C=C2C(C(=O)N(C2=O)CC)=CC1 (4-nitro-N-ethylphthalimide), [H][H] (hydrogen), [H][H] (hydrogen). The yield is 84.2%. Reported procedure: 0.001 g of ammonium vanadate and 0.5 g of titanium dioxide extrudate containing 1% by weight of metallic palladium and having a particle size of 3 mm (from Johnson Matthey) are added to a suspension consisting of 50 ml of water and 2.2 g of 4-nitro-N-ethylphthalimide. After displacing the air with nitrogen, the latter is replaced by hydrogen at atmospheric pressure and the suspension is stirred at 65° C. for 42 hours. During this time, 95% of the theoretical amount of hydrogen, based on the 4-ni... Run at temperature 65 celsius, time 42 hour. Yields the product NC=1C=C2C(C(=O)N(C2=O)CC)=CC1 (4-amino-N-ethylphthalimide). RXN SMILES: [N+:1]([C:4]1[CH:5]=[C:6]2[C:11](=[O:12])[N:10]([CH2:13][CH3:14])[C:8](=[O:9])[C:7]2=[CH:15][CH:16]=1)([O-])=O.[H][H]>N.O[V](=O)=O.[O-2].[O-2].[Ti+4].[Pd].O>[NH2:1][C:4]1[CH:5]=[C:6]2[C:11](=[O:12])[N:10]([CH2:13][CH3:14])[C:8](=[O:9])[C:7]2=[CH:15][CH:16]=1 |f:2.3,4.5.6|. Reagents/catalysts: N.O[V](=O)=O (ammonium vanadate), [O-2].[O-2].[Ti+4] (titanium dioxide), [Pd] (palladium). Solvent: O (water). Starting materials: CCO, O=[N+]([O-])c1ccc2oc3c(c2c1)CCCCCC3. Yields the product Nc1ccc2oc3c(c2c1)CCCCCC3. As a reaction SMILES: [CH3:19][CH2:20][OH:21].[N+:1]([O-:2])(=[O:3])[c:4]1[cH:5][c:6]2[c:7]([o:8][c:9]3[c:10]2[CH2:11][CH2:12][CH2:13][CH2:14][CH2:15][CH2:16]3)[cH:17][cH:18]1>>[NH2:1][c:4]1[cH:5][c:6]2[c:7]([o:8][c:9]3[c:10]2[CH2:11][CH2:12][CH2:13][CH2:14][CH2:15][CH2:16]3)[cH:17][cH:18]1.